describe an organic reaction: reactants, conditions, products, and yield From a dataset of the Open Reaction Database (ORD), a public repository of structured organic reaction records. The reactants are N (ammonia), C(C)(=O)OC=1C(=CC2=C(CC(O2)(C)CN=C=S)C1C(C)(C)C)C(C)(C)C ((5-acetoxy-4,6-di-t-butyl-2-methyl-2,3-dihydrobenzofuran-2-yl)methyl isothiocyanate). The solvent is C(C)O (ethanol), C(C)O (ethanol). Run at time 2 hour. Yields the product C(C)(=O)OC=1C(=CC2=C(CC(O2)(C)CNC(=S)N)C1C(C)(C)C)C(C)(C)C (1-[(5-acetoxy-4,6-di-t-butyl-2-methyl-2,3-dihydrobenzofuran-2-yl)methyl]thiourea). Yield: 99.0%. As a reaction SMILES: [NH3:1].[C:2]([O:5][C:6]1[C:7]([C:24]([CH3:27])([CH3:26])[CH3:25])=[CH:8][C:9]2[O:13][C:12]([CH2:15][N:16]=[C:17]=[S:18])([CH3:14])[CH2:11][C:10]=2[C:19]=1[C:20]([CH3:23])([CH3:22])[CH3:21])(=[O:4])[CH3:3]>C(O)C>[C:2]([O:5][C:6]1[C:7]([C:24]([CH3:27])([CH3:26])[CH3:25])=[CH:8][C:9]2[O:13][C:12]([CH2:15][NH:16][C:17]([NH2:1])=[S:18])([CH3:14])[CH2:11][C:10]=2[C:19]=1[C:20]([CH3:23])([CH3:22])[CH3:21])(=[O:4])[CH3:3]. Reported procedure: To a solution of 4.16 g of a 28% aqueous ammonia solution in 10 ml of ethanol was added dropwise a solution of 5.15 g of (5-acetoxy-4,6-di-t-butyl-2-methyl-2,3-dihydrobenzofuran-2-yl)methyl isothiocyanate in 20 ml of ethanol at room temperature. The mixture was stirred at room temperature for 2 hours, and then heated under reflux for further 1 hour. After cooling, ethanol was removed using an evaporator, and the mixture was combined with water and extracted with chloroform. The organic layer was... The reactants are NC1=C(C=C(C(=C1)OC)OC)C(=O)C1=CC=C(C=C1)C(C)C ((2-amino-4,5-dimethoxy-phenyl)-(4-isopropyl-phenyl)-methanone), [O-]C#N.[Na+] (sodium cyanate). Solvent: C(C)(=O)O (acetic acid). Run at time 24 hour. The product is C1(CCCCC1)CN1C(N=C(C2=CC(=C(C=C12)OC)OC)C1=CC=C(C=C1)C(C)C)=O (1-cyclohexylmethyl-4-(4-isopropyl-phenyl)-6,7-dimethoxy-1H-quinazolin-2-one). RXN SMILES: [NH2:1][C:2]1[CH:7]=[C:6]([O:8][CH3:9])[C:5]([O:10][CH3:11])=[CH:4][C:3]=1[C:12]([C:14]1[CH:19]=[CH:18][C:17]([CH:20]([CH3:22])[CH3:21])=[CH:16][CH:15]=1)=O.[O-:23][C:24]#[N:25].[Na+]>C(O)(=O)C>[CH:3]1([CH2:12][N:1]2[C:2]3[C:3](=[CH:4][C:5]([O:10][CH3:11])=[C:6]([O:8][CH3:9])[CH:7]=3)[C:12]([C:14]3[CH:19]=[CH:18][C:17]([CH:20]([CH3:22])[CH3:21])=[CH:16][CH:15]=3)=[N:25][C:24]2=[O:23])[CH2:4][CH2:5][CH2:6][CH2:7][CH2:2]1 |f:1.2|. Reported procedure: To a solution of 50 mg (0.126 mmol) (2-amino-4,5-dimethoxy-phenyl)-(4-isopropyl-phenyl)-methanone in 1 ml acetic acid are added 8 mg (0.126 mmol) sodium cyanate. After stirring for 24 h at rt the solvent is evaporated and the residue is extracted with dichloromethane/0.1 M NaOH. Recrystallisation from ether/hexanes yields the title compound. The reactants are C1CCC2=NCCCN2CC1, COc1ccc(CN)cc1OC, O=C(Nc1cccc2cnccc12)C(Cl)(Cl)Cl. The product is COc1ccc(CNC(=O)Nc2cccc3cnccc23)cc1OC. Reaction SMILES: [CH2:30]1[CH2:31][CH2:32][C:33]2=[N:38][CH2:37][CH2:36][CH2:35][N:34]2[CH2:39][CH2:40]1.[CH3:1][O:2][c:3]1[cH:4][c:5]([CH2:6][NH2:7])[cH:8][cH:9][c:10]1[O:11][CH3:12].[Cl:13][C:14]([C:15](=[O:16])[NH:17][c:18]1[c:19]2[cH:20][cH:21][n:22][cH:23][c:24]2[cH:25][cH:26][cH:27]1)([Cl:28])[Cl:29]>>[CH3:1][O:2][c:3]1[cH:4][c:5]([CH2:6][NH:7][C:15](=[O:16])[NH:17][c:18]2[c:19]3[cH:20][cH:21][n:22][cH:23][c:24]3[cH:25][cH:26][cH:27]2)[cH:8][cH:9][c:10]1[O:11][CH3:12]. Starting materials: C(C)(=O)[O-].[NH4+] (ammonium acetate), C=O (formaldehyde), COC(CCC(C1=CC=CC=C1)[N+](=O)[O-])=O (rac-4-Nitro-4-phenyl-butyric acid methyl ester). Solvent: C(C)O (ethanol), C(C)O (ethanol). Run at time 15 minute. Product: [N+](=O)([O-])C1(CCC(NC1)=O)C1=CC=CC=C1 (rac-5-Nitro-5-phenyl-piperidin-2-one). RXN SMILES: C([O-])(=O)C.[NH4+:5].[CH2:6]=O.CO[C:10](=[O:23])[CH2:11][CH2:12][CH:13]([N+:20]([O-:22])=[O:21])[C:14]1[CH:19]=[CH:18][CH:17]=[CH:16][CH:15]=1>C(O)C>[N+:20]([C:13]1([C:14]2[CH:15]=[CH:16][CH:17]=[CH:18][CH:19]=2)[CH2:6][NH:5][C:10](=[O:23])[CH2:11][CH2:12]1)([O-:22])=[O:21] |f:0.1|. Reported procedure: To a stirred solution of 2.11 g (26.88 mmol) ammonium acetate in 15 ml ethanol under nitrogen at room temperature, was added 980 ul (13.44 mmol) formaldehyde (37% in water), followed by a solution of 3 g (13.44 mmol) rac-4-Nitro-4-phenyl-butyric acid methyl ester in 7.5 ml ethanol. The mixture was refluxed for 26 hours then cooled to room temperature and the solvent was evaporated. Water was added. The resulting suspension was stirred for 15 minutes, filtered, rinsed with water, then with diethy... As a reaction SMILES: [C:32]([O:33][BH-:34]([O:35][C:36](=[O:37])[CH3:38])[O:39][C:40](=[O:41])[CH3:42])(=[O:43])[CH3:44].[C:46](=[O:47])([OH:48])[O-:49].[CH3:51][C:52]#[N:53].[CH:1]([CH3:2])([CH3:3])[O:4][C:5]([NH:6][CH:7]1[CH2:8][c:9]2[c:10]([n:11]([CH2:20][CH:21]3[NH:22][CH2:23][CH2:24][CH:25]3[OH:26])[c:12]3[cH:13][cH:14][c:15]([C:18]#[N:19])[cH:16][c:17]23)[CH2:27]1)=[O:28].[CH:29]([CH3:30])=[O:31].[Cl:54][CH2:55][Cl:56].[Na+:45].[Na+:50]>>[CH:1]([CH3:2])([CH3:3])[O:4][C:5]([NH:6][CH:7]1[CH2:8][c:9]2[c:10]([n:11]([CH2:20][CH:21]3[N:22]([CH2:29][CH3:30])[CH2:23][CH2:24][CH:25]3[OH:26])[c:12]3[cH:13][cH:14][c:15]([C:18]#[N:19])[cH:16][c:17]23)[CH2:27]1)=[O:28]. Reactants: CC(=O)O[BH-](OC(C)=O)OC(C)=O, O=C([O-])O, CC#N, CC(C)OC(=O)NC1Cc2c(n(CC3NCCC3O)c3ccc(C#N)cc23)C1, CC=O, ClCCl, [Na+], [Na+]. The product is CCN1CCC(O)C1Cn1c2c(c3cc(C#N)ccc31)CC(NC(=O)OC(C)C)C2.